describe an organic reaction: reactants, conditions, products, and yield From a dataset of the Open Reaction Database (ORD), a public repository of structured organic reaction records. Isolated yield 62.0%. Procedure: To a solution of the compound (175 mg) obtained in Example 1 and diisopropylethylamine (113 mg) in DMF (5 ml), chloroacetyl chloride (50 mg) was added at room temperature, and the reaction mixture was stirred for 1 hour. To the reaction solution, diisopropylethylamine (113 mg), sodium iodide (180 mg) and 1-acetylpiperazine (102 mg) were added and the reaction mixture was further stirred for 5 hours. To the reaction solution, water was added, and the product was extracted with ethyl acetate. The ... Yields the product Cl.C(C)(=O)N1CCN(CC1)CC(=O)N1C[C@H]([C@H](CC1)OCC1=CC(=CC(=C1)C(F)(F)F)C(F)(F)F)C1=CC=CC=C1 (1-Acetyl-4-[2-[cis-4-[[3,5-bis(trifluoromethyl)benzyl]oxy]-3-phenyl-1-piperidinyl]-2-oxoethyl]piperazine hydrochloride). The solvent is O (water), CN(C)C=O (DMF). Conditions: time 1 hour. Reactants: C(C)(C)N(CC)C(C)C (diisopropylethylamine), [I-].[Na+] (sodium iodide), C(C)(=O)N1CCNCC1 (1-acetylpiperazine), Cl.FC(C=1C=C(CO[C@@H]2[C@@H](CNCC2)C2=CC=CC=C2)C=C(C1)C(F)(F)F)(F)F (cis-4-[[3,5-Bis(trifluoromethyl)benzyl]oxy]-3-phenylpiperidine hydrochloride), C(C)(C)N(CC)C(C)C (diisopropylethylamine), ClCC(=O)Cl (chloroacetyl chloride). RXN SMILES: Cl.[F:2][C:3]([F:29])([F:28])[C:4]1[CH:5]=[C:6]([CH:21]=[C:22]([C:24]([F:27])([F:26])[F:25])[CH:23]=1)[CH2:7][O:8][C@H:9]1[CH2:14][CH2:13][NH:12][CH2:11][C@H:10]1[C:15]1[CH:20]=[CH:19][CH:18]=[CH:17][CH:16]=1.C(N(C(C)C)CC)(C)C.[Cl:39][CH2:40][C:41](Cl)=[O:42].[I-].[Na+].[C:46]([N:49]1[CH2:54][CH2:53][NH:52][CH2:51][CH2:50]1)(=[O:48])[CH3:47]>CN(C=O)C.O>[ClH:39].[C:46]([N:49]1[CH2:54][CH2:53][N:52]([CH2:40][C:41]([N:12]2[CH2:13][CH2:14][C@H:9]([O:8][CH2:7][C:6]3[CH:21]=[C:22]([C:24]([F:27])([F:25])[F:26])[CH:23]=[C:4]([C:3]([F:2])([F:28])[F:29])[CH:5]=3)[C@H:10]([C:15]3[CH:16]=[CH:17][CH:18]=[CH:19][CH:20]=3)[CH2:11]2)=[O:42])[CH2:51][CH2:50]1)(=[O:48])[CH3:47] |f:0.1,4.5,9.10|. Starting materials: [Br-], [Br-], [Mg+2], COc1ccc(Cn2c(=O)c3c(N)n(-c4ccc(Oc5ccccc5)cc4)nc3c3c(OC)cc(OC)cc32)cc1, O, c1ccncc1. Product: COc1ccc(Cn2c(=O)c3c(N)n(-c4ccc(Oc5ccccc5)cc4)nc3c3c(O)cc(OC)cc32)cc1. Reaction SMILES: [Br-:42].[Br-:44].[Mg+2:43].[NH2:1][c:2]1[n:3](-[c:29]2[cH:30][cH:31][c:32]([O:35][c:36]3[cH:37][cH:38][cH:39][cH:40][cH:41]3)[cH:33][cH:34]2)[n:4][c:5]2[c:6]1[c:7](=[O:28])[n:8]([CH2:19][c:20]1[cH:21][cH:22][c:23]([O:26][CH3:27])[cH:24][cH:25]1)[c:9]1[cH:10][c:11]([O:17][CH3:18])[cH:12][c:13]([O:15][CH3:16])[c:14]21.[OH2:51].[cH:45]1[cH:46][cH:47][n:48][cH:49][cH:50]1>>[NH2:1][c:2]1[n:3](-[c:29]2[cH:30][cH:31][c:32]([O:35][c:36]3[cH:37][cH:38][cH:39][cH:40][cH:41]3)[cH:33][cH:34]2)[n:4][c:5]2[c:6]1[c:7](=[O:28])[n:8]([CH2:19][c:20]1[cH:21][cH:22][c:23]([O:26][CH3:27])[cH:24][cH:25]1)[c:9]1[cH:10][c:11]([O:17][CH3:18])[cH:12][c:13]([OH:15])[c:14]21. The reactants are CO, Cl, Cl, NO, [Na+], [OH-], O, O=C1CCC2(O)C3Cc4ccc(O)c5c4C2(CCN3CC2CC2)C1O5. Product: ON=C1CCC2(O)C3Cc4ccc(O)c5c4C2(CCN3CC2CC2)C1O5. Reaction SMILES: [CH3:33][OH:34].[ClH:26].[ClH:27].[NH2:28][OH:29].[Na+:31].[OH-:30].[OH2:32].[OH:1][c:2]1[cH:3][cH:4][c:5]2[c:15]3[c:14]1[O:13][CH:12]1[C:11]34[CH2:10][CH2:9][N:8]([CH2:22][CH:23]3[CH2:24][CH2:25]3)[CH:7]([CH2:6]2)[C:20]4([OH:21])[CH2:19][CH2:18][C:16]1=[O:17]>>[OH:1][c:2]1[cH:3][cH:4][c:5]2[c:15]3[c:14]1[O:13][CH:12]1[C:11]34[CH2:10][CH2:9][N:8]([CH2:22][CH:23]3[CH2:24][CH2:25]3)[CH:7]([CH2:6]2)[C:20]4([OH:21])[CH2:19][CH2:18][C:16]1=[N:28][OH:29]. Isolated yield 93.7%. Conditions: time 50 minute. Starting materials: C(C)(C)OC(=O)C1(CCCCC1)CC(CC)CC (1-(2-Ethyl-butyl)-cyclohexanecarboxylic acid isopropyl ester), [I-].[Na+] (sodium iodide), Br (HBr). Reaction SMILES: C([O:4][C:5]([C:7]1([CH2:13][CH:14]([CH2:17][CH3:18])[CH2:15][CH3:16])[CH2:12][CH2:11][CH2:10][CH2:9][CH2:8]1)=[O:6])(C)C.[I-].[Na+].Br>CC(O)=O.C(Cl)Cl>[CH2:17]([CH:14]([CH2:15][CH3:16])[CH2:13][C:7]1([C:5]([OH:6])=[O:4])[CH2:8][CH2:9][CH2:10][CH2:11][CH2:12]1)[CH3:18] |f:1.2|. The product is C(C)C(CC1(CCCCC1)C(=O)O)CC (1-(2-ethyl-butyl)-cyclohexanecarboxylic acid). The solvent is C(Cl)Cl (DCM), ice water, CC(=O)O (AcOH). Procedure details: A mixture of 1-(2-Ethyl-butyl)-cyclohexanecarboxylic acid isopropyl ester (10 g, 39.4 mmol) and sodium iodide (886 mg, 5.91 mmol) in AcOH (80 mL) was stirred 50 min at room temperature and then heated to 100° C. 48% aq. HBr (30 mL, 265 mmol) was added dropwise over 30 min. and the reaction mixture was stirred 28 h at 100° C. The cooled reaction mixture was diluted with DCM (120 mL) and ice-water (120 mL). The organic phase was separated and washed with diluted aq. NaCl. The aqueous phases were e... Reactants: NCC1(CCCCC1)N(C)C (1-aminomethylcyclohexyldimethylamine), C(C1=CC=CC=C1)(=O)Cl (benzoyl chloride). The solvent is N1=CC=CC=C1 (pyridine). Reaction conditions: time 1 hour. The product is Cl.C(C1=CC=CC=C1)(=O)NCC1(CCCCC1)N(C)C (1-benzamidomethylcyclohexyldimethylamine hydrochloride). Reaction SMILES: [NH2:1][CH2:2][C:3]1([N:9]([CH3:11])[CH3:10])[CH2:8][CH2:7][CH2:6][CH2:5][CH2:4]1.[C:12]([Cl:20])(=[O:19])[C:13]1[CH:18]=[CH:17][CH:16]=[CH:15][CH:14]=1>N1C=CC=CC=1>[ClH:20].[C:12]([NH:1][CH2:2][C:3]1([N:9]([CH3:11])[CH3:10])[CH2:8][CH2:7][CH2:6][CH2:5][CH2:4]1)(=[O:19])[C:13]1[CH:18]=[CH:17][CH:16]=[CH:15][CH:14]=1 |f:3.4|. Reported procedure: A mixture of 1-aminomethylcyclohexyldimethylamine (1.5 g), benzoyl chloride (3 ml) and pyridine (10 ml) was allowed to stand at room temperature for 1 hr. The crystalline mass was filtered and recrystallised several times from 95% ethanol to give colourless prisms of 1-benzamidomethylcyclohexyldimethylamine hydrochloride m.p. 245°-6° . Starting materials: C(C)(=O)OC(CNC(=O)C1=C(C(=C(C(=C1I)N1C(C(CCC1)Br)=O)I)C(=O)NCC(COC(C)=O)OC(C)=O)I)COC(C)=O (N,N'-bis[2,3-bis(acetyloxy)propyl]-5-(3-bromo-2-oxo-1-piperidinyl]-2,4,6-triiodo-1,3-benzenedicarboxamide). Reagents/catalysts: C(C)(=O)[O-].[Ag+] (silver acetate). Solvent: C(C)(=O)O (acetic acid), C(C)(=O)OCC (ethyl acetate). Product: C(C)(=O)OC1C(N(CCC1)C=1C(=C(C(=C(C1I)C(=O)NCC(COC(C)=O)OC(C)=O)I)C(=O)NCC(COC(C)=O)OC(C)=O)I)=O (5-[3-(acetyloxy)-2-oxo-1-piperidinyl]-N,N'bis[2,3-bis(acetyloxy)propyl]-2,4,6-triiodo-1,3-benzenedicarboxamide), solid. Isolated yield 83.0%. As a reaction SMILES: [C:1]([O:4][CH:5]([CH2:41][O:42][C:43](=[O:45])[CH3:44])[CH2:6][NH:7][C:8]([C:10]1[C:15]([I:16])=[C:14]([N:17]2[CH2:22][CH2:21][CH2:20][CH:19](Br)[C:18]2=[O:24])[C:13]([I:25])=[C:12]([C:26]([NH:28][CH2:29][CH:30]([O:36][C:37](=[O:39])[CH3:38])[CH2:31][O:32][C:33](=[O:35])[CH3:34])=[O:27])[C:11]=1[I:40])=[O:9])(=[O:3])[CH3:2]>C(O)(=O)C.C(OCC)(=O)C.C([O-])(=O)C.[Ag+]>[C:1]([O:4][CH:19]1[CH2:20][CH2:21][CH2:22][N:17]([C:14]2[C:13]([I:25])=[C:12]([C:26]([NH:28][CH2:29][CH:30]([O:36][C:37](=[O:39])[CH3:38])[CH2:31][O:32][C:33](=[O:35])[CH3:34])=[O:27])[C:11]([I:40])=[C:10]([C:8]([NH:7][CH2:6][CH:5]([O:4][C:1](=[O:3])[CH3:2])[CH2:41][O:42][C:43](=[O:45])[CH3:44])=[O:9])[C:15]=2[I:16])[C:18]1=[O:24])(=[O:3])[CH3:2] |f:3.4|. Reported procedure: To a solution of N,N'-bis[2,3-bis(acetyloxy)propyl]-5-(3-bromo-2-oxo-1-piperidinyl)-2,4,6-triiodo-1,3-benzenedicarboxamide of example 8b (13.7 g, 13.3 mmol) in glacial acetic acid (400 ml), was added silver acetate (5.6 g, 33.5 mmol) and the mixture was refluxed for 21 hours. After cooling to room temperature, the mixture was filtered, and the filtrate concentrated in vacuo. The residue thus obtained, was redissolved in ethyl acetate (500 ml) and washed successively with water (50 ml), saturated... Reactants: ClC=1OC(=C(N1)C1=CC=C(C=C1)Cl)CCC(=O)O (2-Chloro-4-(4-chlorophenyl)-5-oxazolepropionic acid), [O-]CC.[Na+] (sodium ethoxide), [Na] (sodium). The solvent is C(C)O (ethanol), C(C)O (ethanol). The product is ClC1=CC=C(C=C1)C=1N=C(OC1CCC(=O)O)OCC (4-(4-chlorophenyl)-2-ethoxy-5-oxazolepropionic acid). Yield: 95.0%. RXN SMILES: Cl[C:2]1[O:3][C:4]([CH2:14][CH2:15][C:16]([OH:18])=[O:17])=[C:5]([C:7]2[CH:12]=[CH:11][C:10]([Cl:13])=[CH:9][CH:8]=2)[N:6]=1.[O-:19][CH2:20][CH3:21].[Na+].[Na]>C(O)C>[Cl:13][C:10]1[CH:11]=[CH:12][C:7]([C:5]2[N:6]=[C:2]([O:19][CH2:20][CH3:21])[O:3][C:4]=2[CH2:14][CH2:15][C:16]([OH:18])=[O:17])=[CH:8][CH:9]=1 |f:1.2,^1:22|. Procedure: 2-Chloro-4-(4-chlorophenyl)-5-oxazolepropionic acid (1.43 g) was added to an ethanol solution of sodium ethoxide prepared from sodium (0.35 g) and ethanol (15 ml), and stirred under reflux for 30 minutes. The solvent was evaporated, and water was added to the residue, which was then acidified with 2N hydrochloric acid. The crystals thus precipitated were collected by filtration to obtain 4-(4-chlorophenyl)-2-ethoxy-5-oxazolepropionic acid (1.40 g, 95%). This was recrystallized from ethanol to gi...